From a dataset of the Open Reaction Database (ORD), a public repository of structured organic reaction records. describe an organic reaction: reactants, conditions, products, and yield Starting materials: CO, C[O-], ClCc1ccccc1, [Na+], c1nc[nH]n1. The product is c1ccc(Cn2cncn2)cc1. RXN SMILES: [CH3:17][OH:18].[CH3:6][O-:7].[Cl:9][CH2:10][c:11]1[cH:12][cH:13][cH:14][cH:15][cH:16]1.[Na+:8].[nH:1]1[n:2][cH:3][n:4][cH:5]1>>[n:1]1([CH2:10][c:11]2[cH:12][cH:13][cH:14][cH:15][cH:16]2)[n:2][cH:3][n:4][cH:5]1. The reactants are CSc1sc(C(=N)NC(=O)OC(C)(C)C)cc1S(=O)(=O)c1cccc(Br)c1, O=C([O-])[O-], Cc1ccccc1, CCO, Nc1cccc(B(O)O)c1, [Na+], [Na+]. The product is CSc1sc(C(=N)NC(=O)OC(C)(C)C)cc1S(=O)(=O)c1cccc(-c2cccc(N)c2)c1. RXN SMILES: [C:11]([CH3:12])([CH3:13])([CH3:14])[O:15][C:16]([NH:17][C:18](=[NH:19])[c:20]1[s:21][c:22]([S:35][CH3:36])[c:23]([S:25](=[O:26])(=[O:27])[c:28]2[cH:29][c:30]([Br:34])[cH:31][cH:32][cH:33]2)[cH:24]1)=[O:37].[C:38](=[O:39])([O-:40])[O-:41].[CH3:44][c:45]1[cH:46][cH:47][cH:48][cH:49][cH:50]1.[CH3:51][CH2:52][OH:53].[NH2:1][c:2]1[cH:3][c:4]([B:8]([OH:9])[OH:10])[cH:5][cH:6][cH:7]1.[Na+:42].[Na+:43]>>[NH2:1][c:2]1[cH:3][c:4](-[c:30]2[cH:29][c:28]([S:25]([c:23]3[c:22]([S:35][CH3:36])[s:21][c:20]([C:18]([NH:17][C:16]([O:15][C:11]([CH3:12])([CH3:13])[CH3:14])=[O:37])=[NH:19])[cH:24]3)(=[O:26])=[O:27])[cH:33][cH:32][cH:31]2)[cH:5][cH:6][cH:7]1. Product: CC(=O)NCc1ccc2c(c1)N(C1CCN(CCCc3ccc(F)cc3)CC1)CC2. The reactants are Fc1ccc(CCCBr)cc1, CC(=O)NCc1ccc2c(c1)N(C1CCNCC1)CC2. Reaction SMILES: [F:21][c:22]1[cH:23][cH:24][c:25]([CH2:28][CH2:29][CH2:30][Br:31])[cH:26][cH:27]1.[NH:1]1[CH2:2][CH2:3][CH:4]([N:7]2[CH2:8][CH2:9][c:10]3[cH:11][cH:12][c:13]([CH2:16][NH:17][C:18]([CH3:19])=[O:20])[cH:14][c:15]32)[CH2:5][CH2:6]1>>[N:1]1([CH2:30][CH2:29][CH2:28][c:25]2[cH:24][cH:23][c:22]([F:21])[cH:27][cH:26]2)[CH2:2][CH2:3][CH:4]([N:7]2[CH2:8][CH2:9][c:10]3[cH:11][cH:12][c:13]([CH2:16][NH:17][C:18]([CH3:19])=[O:20])[cH:14][c:15]32)[CH2:5][CH2:6]1. The reactants are CO, ClC(Cl)Cl, [Cl-], O=C(O)c1cscc1S(=O)(=O)Cl, Cl. Yields the product COC(=O)c1cscc1S(=O)(=O)Cl. Reaction SMILES: [CH3:14][OH:15].[CH:17]([Cl:18])([Cl:19])[Cl:20].[Cl-:1].[Cl:2][S:3](=[O:4])(=[O:5])[c:6]1[c:7]([C:11](=[O:12])[OH:13])[cH:8][s:9][cH:10]1.[ClH:16]>>[Cl:2][S:3](=[O:4])(=[O:5])[c:6]1[c:7]([C:11]([O:12][CH3:14])=[O:13])[cH:8][s:9][cH:10]1. The reactants are COC(=O)c1cc(Br)ccc1O, COc1ccccc1-c1cn(S(=O)(=O)c2ccc(C)cc2)c2ncc(B3OC(C)(C)C(C)(C)O3)cc12, CC#N, ClCCl, [Na+], O=C([O-])O. Yields the product COC(=O)c1cc(-c2cnc3c(c2)c(-c2ccccc2OC)cn3S(=O)(=O)c2ccc(C)cc2)ccc1O. Reaction SMILES: [Br:37][c:38]1[cH:39][cH:40][c:41]([OH:48])[c:42]([C:43](=[O:44])[O:45][CH3:46])[cH:47]1.[CH3:1][O:2][c:3]1[c:4](-[c:9]2[cH:10][n:11]([S:27](=[O:28])(=[O:29])[c:30]3[cH:31][cH:32][c:33]([CH3:36])[cH:34][cH:35]3)[c:12]3[n:13][cH:14][c:15]([B:18]4[O:19][C:20]([CH3:21])([CH3:22])[C:23]([CH3:24])([CH3:25])[O:26]4)[cH:16][c:17]23)[cH:5][cH:6][cH:7][cH:8]1.[CH3:57][C:58]#[N:59].[Cl:49][CH2:50][Cl:51].[Na+:56].[O-:52][C:53]([OH:54])=[O:55]>>[CH3:1][O:2][c:3]1[c:4](-[c:9]2[cH:10][n:11]([S:27](=[O:28])(=[O:29])[c:30]3[cH:31][cH:32][c:33]([CH3:36])[cH:34][cH:35]3)[c:12]3[n:13][cH:14][c:15](-[c:38]4[cH:39][cH:40][c:41]([OH:48])[c:42]([C:43](=[O:44])[O:45][CH3:46])[cH:47]4)[cH:16][c:17]23)[cH:5][cH:6][cH:7][cH:8]1. Starting materials: O=C1CCC(=O)N1Br, ClC(Cl)(Cl)Cl, CCOC(=O)C(C)c1cccc(C(F)(F)F)c1. Product: CCOC(=O)C(C)(Br)c1cccc(C(F)(F)F)c1. As a reaction SMILES: [Br:18][N:19]1[C:20](=[O:21])[CH2:22][CH2:23][C:24]1=[O:25].[C:26]([Cl:27])([Cl:28])([Cl:29])[Cl:30].[CH2:1]([CH3:2])[O:3][C:4]([CH:5]([CH3:6])[c:7]1[cH:8][c:9]([C:13]([F:14])([F:15])[F:16])[cH:10][cH:11][cH:12]1)=[O:17]>>[CH2:1]([CH3:2])[O:3][C:4]([C:5]([CH3:6])([c:7]1[cH:8][c:9]([C:13]([F:14])([F:15])[F:16])[cH:10][cH:11][cH:12]1)[Br:18])=[O:17]. Reactants: CCOC(C)=O, CNC(=O)c1ccc2c(c1)OCCc1cc(C(=O)N(C)c3cc(C(=O)N4CCN(C(=O)OC(C)(C)C)CC4)ccc3Cl)sc1-2, Cl. The product is CNC(=O)c1ccc2c(c1)OCCc1cc(C(=O)N(C)c3cc(C(=O)N4CCNCC4)ccc3Cl)sc1-2. As a reaction SMILES: [CH3:46][CH2:47][O:48][C:49]([CH3:50])=[O:51].[Cl:2][c:3]1[c:4]([N:24]([C:25](=[O:26])[c:27]2[cH:28][c:29]3[c:30]([s:44]2)-[c:31]2[c:32]([cH:36][c:37]([C:40]([NH:41][CH3:42])=[O:43])[cH:38][cH:39]2)[O:33][CH2:34][CH2:35]3)[CH3:45])[cH:5][c:6]([C:7](=[O:8])[N:9]2[CH2:10][CH2:11][N:12]([C:15]([O:16][C:17]([CH3:18])([CH3:19])[CH3:20])=[O:21])[CH2:13][CH2:14]2)[cH:22][cH:23]1.[ClH:1]>>[Cl:2][c:3]1[c:4]([N:24]([C:25](=[O:26])[c:27]2[cH:28][c:29]3[c:30]([s:44]2)-[c:31]2[c:32]([cH:36][c:37]([C:40]([NH:41][CH3:42])=[O:43])[cH:38][cH:39]2)[O:33][CH2:34][CH2:35]3)[CH3:45])[cH:5][c:6]([C:7](=[O:8])[N:9]2[CH2:10][CH2:11][NH:12][CH2:13][CH2:14]2)[cH:22][cH:23]1.